This data is from the Open Reaction Database (ORD), a public repository of structured organic reaction records. The task is: describe an organic reaction: reactants, conditions, products, and yield Reactants: c1ccc(COc2ccc(OCC3CO3)cc2)cc1, Cc1cccc(C)c1NCCCN, CC(C)O. Product: Cc1cccc(C)c1NCCCNCC(O)COc1ccc(OCc2ccccc2)cc1. As a reaction SMILES: [CH2:1]([CH:2]1[CH2:3][O:4]1)[O:5][c:6]1[cH:7][cH:8][c:9]([O:12][CH2:13][c:14]2[cH:15][cH:16][cH:17][cH:18][cH:19]2)[cH:10][cH:11]1.[CH3:20][c:21]1[c:22]([NH:28][CH2:29][CH2:30][CH2:31][NH2:32])[c:23]([CH3:27])[cH:24][cH:25][cH:26]1.[CH:33]([OH:34])([CH3:35])[CH3:36]>>[CH2:1]([CH:2]([CH2:3][NH:32][CH2:31][CH2:30][CH2:29][NH:28][c:22]1[c:21]([CH3:20])[cH:26][cH:25][cH:24][c:23]1[CH3:27])[OH:4])[O:5][c:6]1[cH:7][cH:8][c:9]([O:12][CH2:13][c:14]2[cH:15][cH:16][cH:17][cH:18][cH:19]2)[cH:10][cH:11]1. Reactants: C(C1=CC=CC=C1)N(CCCCCCOCCCCC=1C=C(C=CC1)S(=O)(=O)N)C[C@H](O)C1=C2C=CC(NC2=C(C=C1)OCC1=CC=CC=C1)=O (3-(4-{[6-(Benzyl{(2R)-2-[8-(benzyloxy)-2-oxo-1,2-dihydroquinolin-5-yl]-2-hydroxyethyl}amino)hexyl]oxy}butyl)benzenesulfonamide), C(C)O (ethanol). The reagents and catalysts are [Pd] (palladium on charcoal). The solvent is C(C)(=O)O (acetic acid). Yields the product C(C)(=O)O.O[C@@H](CNCCCCCCOCCCCC=1C=C(C=CC1)S(=O)(=O)N)C1=C2C=CC(NC2=C(C=C1)O)=O (3-{4-[(6-{[(2R)-2-Hydroxy-2-(8-hydroxy-2-oxo-1,2-dihydroquinolin-5-yl)ethyl]amino}hexyl)oxy]butyl}benzenesulfonamide acetate). Reaction SMILES: C([N:8]([CH2:30][C@@H:31]([C:33]1[CH:42]=[CH:41][C:40]([O:43][CH2:44][C:45]2C=CC=CC=2)=[C:39]2[C:34]=1[CH:35]=[CH:36][C:37](=[O:51])[NH:38]2)[OH:32])[CH2:9][CH2:10][CH2:11][CH2:12][CH2:13][CH2:14][O:15][CH2:16][CH2:17][CH2:18][CH2:19][C:20]1[CH:21]=[C:22]([S:26]([NH2:29])(=[O:28])=[O:27])[CH:23]=[CH:24][CH:25]=1)C1C=CC=CC=1.C([OH:54])C>C(O)(=O)C.[Pd]>[C:44]([OH:54])(=[O:43])[CH3:45].[OH:32][C@H:31]([C:33]1[CH:42]=[CH:41][C:40]([OH:43])=[C:39]2[C:34]=1[CH:35]=[CH:36][C:37](=[O:51])[NH:38]2)[CH2:30][NH:8][CH2:9][CH2:10][CH2:11][CH2:12][CH2:13][CH2:14][O:15][CH2:16][CH2:17][CH2:18][CH2:19][C:20]1[CH:21]=[C:22]([S:26]([NH2:29])(=[O:27])=[O:28])[CH:23]=[CH:24][CH:25]=1 |f:4.5|. Procedure details: A solution of 3-(4-{[6-(Benzyl{(2R)-2-[8-(benzyloxy)-2-oxo-1,2-dihydroquinolin-5-yl]-2-hydroxyethyl}amino)hexyl]oxy}butyl)benzenesulfonamide (10 mg) in ethanol (10 ml) and acetic acid (0.1 ml) was stirrer under hydrogen in the presence of palladium on charcoal (5 mg) for 2 h. The reaction mixture was filtered and concentrated in vacuo. The residue was purified by chromatography (SPE, gradient from DCM to DCM-MeOH—NH3(aq) 100:10:1) and freeze-dried from water-acetic acid to give the title compoun... Reactants: C(C)(C)(C)OC(NC=1C=NC=C(C1)C(F)F)=O ((5-Difluoromethyl-pyridin-3-yl)-carbamic acid tert-butyl ester), Cl (HCl), CCO (EtOH). The solvent is C(C)(=O)OCC (ethyl acetate). Conditions: time 2 hour. The product is FC(C=1C=C(C=NC1)N)F (5-Difluoromethyl-pyridin-3-ylamine), oil. The yield is 89.0%. As a reaction SMILES: C(OC(=O)[NH:7][C:8]1[CH:9]=[N:10][CH:11]=[C:12]([CH:14]([F:16])[F:15])[CH:13]=1)(C)(C)C.Cl.CCO>C(OCC)(=O)C>[F:15][CH:14]([F:16])[C:12]1[CH:13]=[C:8]([NH2:7])[CH:9]=[N:10][CH:11]=1. Reported procedure: (5-Difluoromethyl-pyridin-3-yl)-carbamic acid tert-butyl ester (0.30 g, 1.2 mmol) was dissolved in 10 ml ethyl acetate and 8M HCl in EtOH (3 ml, 25 mmol) were added. The reaction mixture was stirred at room temperature for 2 h. The reaction mixture was quenched by addition of 20 ml sat. NaHCO3 solution and extracted three time with 50 ml ethyl acetate. The organic phases were pooled, dried with sodium sulfate and evaporated. The title compound was obtained as a brown oil (0.158 g, 89%). Reactants: NOCCCOCP(OCC)(OCC)=O (diethyl 3-aminooxypropoxymethylphosphonate), ClC1=NC(=NC(=C1NC=O)Cl)NC=O (4,6-dichloro-2,5-diformamidopyrimidine), C(C)(C)N(CC)C(C)C (diisopropylethylamine). The solvent is COCCOCCOC (diglyme). Reaction conditions: temperature 100 celsius. Product: ClC1=NC(=NC(=C1NC=O)NOCCCOCP(=O)(OCC)OCC)NC=O (4-chloro-6-[3-(diethoxyphosphorylmethoxy)propoxyamino]-2,5-diformamidopyrimidine). Isolated yield 63.1%. RXN SMILES: [NH2:1][O:2][CH2:3][CH2:4][CH2:5][O:6][CH2:7][P:8](=[O:15])([O:12][CH2:13][CH3:14])[O:9][CH2:10][CH3:11].[Cl:16][C:17]1[C:22]([NH:23][CH:24]=[O:25])=[C:21](Cl)[N:20]=[C:19]([NH:27][CH:28]=[O:29])[N:18]=1.C(N(C(C)C)CC)(C)C>COCCOCCOC>[Cl:16][C:17]1[C:22]([NH:23][CH:24]=[O:25])=[C:21]([NH:1][O:2][CH2:3][CH2:4][CH2:5][O:6][CH2:7][P:8]([O:12][CH2:13][CH3:14])([O:9][CH2:10][CH3:11])=[O:15])[N:20]=[C:19]([NH:27][CH:28]=[O:29])[N:18]=1. Procedure: A mixture of diethyl 3-aminooxypropoxymethylphosphonate (4 g,16.6 mmol), 4,6-dichloro-2,5-diformamidopyrimidine (3.9 g, 16.6 mmol) and diisopropylethylamine (8.67 ml, 49.8 mmol) in diglyme (80 ml) was heated at 100° C. for 2 h. After removal of the solvent under reduced pressure, the residue was chromatographed in chloroform/methanol (100:1, 50:1, 10:1) affording 4-chloro-6-[3-(diethoxyphosphorylmethoxy)propoxyamino]-2,5-diformamidopyrimidine as a yellow oil (4.61 g, 63%); νmax (film) 3200, 2990... The reactants are BrC=1C=C2CCCC(C2=CC1)=NO (6-bromo-3,4-dihydronaphthalen-1(2H)-one oxime), C1(=CC=C(C=C1)S(=O)(=O)Cl)C (p-toluenesulfonyl chloride). Run in N1=CC=CC=C1 (pyridine). Run at time 20 hour. Yields the product S(=O)(=O)(C1=CC=C(C)C=C1)ON=C1CCCC2=CC(=CC=C12)Br (6-bromo-3,4-dihydronaphthalen-1(2H)-one O-tosyl oxime). The yield is 95.5%. RXN SMILES: [Br:1][C:2]1[CH:3]=[C:4]2[C:9](=[CH:10][CH:11]=1)[C:8](=[N:12][OH:13])[CH2:7][CH2:6][CH2:5]2.[C:14]1([CH3:24])[CH:19]=[CH:18][C:17]([S:20](Cl)(=[O:22])=[O:21])=[CH:16][CH:15]=1>N1C=CC=CC=1>[S:20]([O:13][N:12]=[C:8]1[C:9]2[C:4](=[CH:3][C:2]([Br:1])=[CH:11][CH:10]=2)[CH2:5][CH2:6][CH2:7]1)([C:17]1[CH:18]=[CH:19][C:14]([CH3:24])=[CH:15][CH:16]=1)(=[O:22])=[O:21]. Procedure: To 6-bromo-3,4-dihydronaphthalen-1(2H)-one oxime (2.5 g, 10.41 mmol) in pyridine (5 mL) was added p-toluenesulfonyl chloride (2.184 g, 11.45 mmol) in one lot at room temperature. The reaction mixture was stirred at room temperature for 20 h. Ice cubes (˜10 g) were added to the flask and the contents stirred at room temperature for 30 min. The solid that separated out was filtered and washed with water (3×20 mL), dried over sodium sulfate and concentrated to yield 6-bromo-3,4-dihydronaphthalen-1(...